Dataset: the Open Reaction Database (ORD), a public repository of structured organic reaction records. Task: describe an organic reaction: reactants, conditions, products, and yield The reactants are CCOC(=O)c1cncc2c1cnn2-c1ccc(F)cc1, CO, Cl, [K+], [OH-], O, O. Product: O=C(O)c1cncc2c1cnn2-c1ccc(F)cc1. Reaction SMILES: [CH2:1]([CH3:2])[O:3][C:4](=[O:5])[c:6]1[c:7]2[c:8]([cH:9][n:10][cH:11]1)[n:12](-[c:15]1[cH:16][cH:17][c:18]([F:21])[cH:19][cH:20]1)[n:13][cH:14]2.[CH3:26][OH:27].[ClH:24].[K+:23].[OH-:22].[OH2:25].[OH2:28]>>[O:3]=[C:4]([OH:5])[c:6]1[c:7]2[c:8]([cH:9][n:10][cH:11]1)[n:12](-[c:15]1[cH:16][cH:17][c:18]([F:21])[cH:19][cH:20]1)[n:13][cH:14]2. Reactants: solution, [OH-].[Na+] (NaOH), COC(CCCN1[C@H](CCC1)COC1=CC=C(C=C1)OC1=CC=C(C=C1)C1=CN=CO1)=O (4-{(R)-2-[4-(4-Oxazol-5-yl-phenoxy)-phenoxymethyl]-pyrrolidin-1-yl}-butyric acid methyl ester). Run in CO.O (MeOH water). Reaction conditions: temperature 50 celsius. Yields the product O1C=NC=C1C1=CC=C(OC2=CC=C(OC[C@@H]3N(CCC3)CCCC(=O)O)C=C2)C=C1 (4-{(R)-2-[4-(4-Oxazol-5-yl-phenoxy)-phenoxymethyl]-pyrrolidin-1-yl} butyric acid). Yield: 10.7%. As a reaction SMILES: C[O:2][C:3](=[O:32])[CH2:4][CH2:5][CH2:6][N:7]1[CH2:11][CH2:10][CH2:9][C@@H:8]1[CH2:12][O:13][C:14]1[CH:19]=[CH:18][C:17]([O:20][C:21]2[CH:26]=[CH:25][C:24]([C:27]3[O:31][CH:30]=[N:29][CH:28]=3)=[CH:23][CH:22]=2)=[CH:16][CH:15]=1.[OH-].[Na+]>CO.O>[O:31]1[C:27]([C:24]2[CH:23]=[CH:22][C:21]([O:20][C:17]3[CH:18]=[CH:19][C:14]([O:13][CH2:12][C@H:8]4[CH2:9][CH2:10][CH2:11][N:7]4[CH2:6][CH2:5][CH2:4][C:3]([OH:32])=[O:2])=[CH:15][CH:16]=3)=[CH:26][CH:25]=2)=[CH:28][N:29]=[CH:30]1 |f:1.2,3.4|. Procedure details: To a solution of the product (90 mg, 0.21 mmol) from step 2 in 4:1 mixture of MeOH/water (2 mL) was added 2M solution of NaOH (124 uL 0.25 mmol). Reaction mixture was heated at 50° C. for 16 h. Solvent was removed in vacuo, residue was dissolved in water and pH was adjusted to 4-5 with 1M HCl solution. Then product was extracted with EtOAc, washed with water, brine, dried over anhydrous MgSO4 and concentrated to give the title compound (9.5 mg, 11%): MS; m/z 423.8 (M+H); 1H NMR (400 MHz, DMSO-d6... Procedure: A solution of 0.728 g (0.008 mole) of thiosemicarbazide (Aldrich T3,340-5) in 25 mL of water containing 1.6 mL of glacial acetic acid was added to a solution of 2.319 (0.008 mole) of 4-acetamido-3-iodobenzaldehyde (33) in 40 mL of absolute ethanol (heating was required to make this dissolve) at 80°. The mixture was stirred at this temperature for 45 minutes. A white precipitate developed in the solution which was filtered after cooling the reaction mixture to give 2.55 (88%) of 34 as white cryst... The product is 2.55, C(C)(=O)NC1=C(C=C(C=NNC(=S)N)C=C1)I (4-Acetamido-3-iodobenzaldehyde Thiosemicarbazone). Yield: 88.0%. As a reaction SMILES: [NH2:1][NH:2][C:3]([NH2:5])=[S:4].C(O)(=O)C.[C:10]([NH:13][C:14]1[CH:21]=[CH:20][C:17]([CH:18]=O)=[CH:16][C:15]=1[I:22])(=[O:12])[CH3:11]>O.C(O)C>[C:10]([NH:13][C:14]1[CH:21]=[CH:20][C:17]([CH:18]=[N:1][NH:2][C:3]([NH2:5])=[S:4])=[CH:16][C:15]=1[I:22])(=[O:12])[CH3:11]. Run in O (water), C(C)O (ethanol). Conditions: time 45 minute. The reactants are NNC(=S)N (thiosemicarbazide), C(C)(=O)O (acetic acid), 2.319, C(C)(=O)NC1=C(C=C(C=O)C=C1)I (4-Acetamido-3-iodobenzaldehyde). The reactants are CC1=CC=C(C=C1)S(=O)(=O)OC[C@H]1COC2=C(O1)C=C(C=C2)S(=O)(=O)C ([(2R)-7-(methylsulfonyl)-2,3-dihydro-1,4-benzodioxin-2-yl]methyl 4-methylbenzenesulfonate), C(CC)N (propan-1-amine). The solvent is C(C)#N (ACN). Reaction conditions: temperature 120 celsius. Product: CS(=O)(=O)C=1C=CC2=C(O[C@H](CO2)CNCCC)C1 (N-{[(2S)-7-(METHYLSULFONYL)-2,3-DIHYDRO-1,4-BENZODIOXIN-2-YL]METHYL}-PROPAN-1-AMINE). RXN SMILES: CC1C=CC(S(O[CH2:12][C@@H:13]2[O:18][C:17]3[CH:19]=[C:20]([S:23]([CH3:26])(=[O:25])=[O:24])[CH:21]=[CH:22][C:16]=3[O:15][CH2:14]2)(=O)=O)=CC=1.[CH2:27]([NH2:30])[CH2:28][CH3:29]>C(#N)C>[CH3:26][S:23]([C:20]1[CH:21]=[CH:22][C:16]2[O:15][CH2:14][C@H:13]([CH2:12][NH:30][CH2:27][CH2:28][CH3:29])[O:18][C:17]=2[CH:19]=1)(=[O:24])=[O:25]. Procedure details: A mixture of [(2R)-7-(methylsulfonyl)-2,3-dihydro-1,4-benzodioxin-2-yl]methyl 4-methylbenzenesulfonate (0.4 g, 0.9 mmol), propan-1-amine (1 ml) and ACN (3 ml) was heated under microwave radiation at 120° C. for 20 min. Purification on SCX-3 column (TEA/MeOH) and on a small silica plug (DCM/MeOH). Yield: 0.2 g, 90%. The amine was converted to the hydrochloric acid salt and crystallized from MeOH/Et2O. M.p. 228° C. MS m/z (rel. intensity, 70 eV) 285 (M+, 2), 79 (3), 73 (5), 72 (bp), 70 (5). [α]=−7... Reactants: CC1(OC[C@@H]([C@@H](O1)C1=CC=CC=C1)N)C ((4S,5S)-2,2-dimethyl-4-phenyl-1,3-dioxan-5-amine), BrC1=C(C=CC=C1)N=C=S (2-bromophenyl isothiocyanate). Solvent: CCCCC (pentane). Reaction conditions: time 48 hour. The product is BrC1=C(C=CC=C1)NC(=S)N[C@@H]1[C@@H](OC(OC1)(C)C)C1=CC=CC=C1 (1-(2-Bromo-phenyl)-3-((4S,5S)-2,2-dimethyl-4-phenyl-[1,3]dioxan-5-yl)-thiourea). The yield is 53.3%. As a reaction SMILES: [CH3:1][C:2]1([CH3:15])[O:7][C@@H:6]([C:8]2[CH:13]=[CH:12][CH:11]=[CH:10][CH:9]=2)[C@@H:5]([NH2:14])[CH2:4][O:3]1.[Br:16][C:17]1[CH:22]=[CH:21][CH:20]=[CH:19][C:18]=1[N:23]=[C:24]=[S:25]>CCCCC>[Br:16][C:17]1[CH:22]=[CH:21][CH:20]=[CH:19][C:18]=1[NH:23][C:24]([NH:14][C@H:5]1[CH2:4][O:3][C:2]([CH3:15])([CH3:1])[O:7][C@H:6]1[C:8]1[CH:13]=[CH:12][CH:11]=[CH:10][CH:9]=1)=[S:25]. Reported procedure: To a solution of 143 mg (0.69 mmol) of (4S,5S)-amine 1 in pentane (2.0 mL) was added dropwise 93 microliters (0.69 mmol) of 2-bromophenyl isothiocyanate. After ˜48 h, a white precipitate was collected, rinsed with pentane and dried under reduced pressure to yield 155 mg (53%) of the title compound.